This data is from the Open Reaction Database (ORD), a public repository of structured organic reaction records. The task is: describe an organic reaction: reactants, conditions, products, and yield Starting materials: ClC=1C(=NC=C(C1)C(F)(F)F)C1=CC(=C(C=C1)O)[N+](=O)[O-] (3-chloro-2-(4-hydroxy-3-nitrophenyl)-5-trifluoromethylpyridine). Procedure details: 6.2 g (110 mmol) of iron powder were heated to reflux temperature in a mixture of 66 ml of methanol and 33 ml of glacial acetic acid and treated in portions with a total of 11.7 g (36.7 mmol) of 3-chloro-2-(4-hydroxy-3-nitrophenyl)-5-trifluoromethylpyridine. After addition was complete. The mixture was heated for a further 2 hours at reflux temperature, allowed to cool and diluted with 130 ml of ethyl acetate. The solid components were separted off, washed with ethyl acetate and discarded. The f... The reagents and catalysts are [Fe] (iron). RXN SMILES: [Cl:1][C:2]1[C:3]([C:12]2[CH:17]=[CH:16][C:15]([OH:18])=[C:14]([N+:19]([O-])=O)[CH:13]=2)=[N:4][CH:5]=[C:6]([C:8]([F:11])([F:10])[F:9])[CH:7]=1>CO.C(O)(=O)C.C(OCC)(=O)C.[Fe]>[Cl:1][C:2]1[C:3]([C:12]2[CH:17]=[CH:16][C:15]([OH:18])=[C:14]([NH2:19])[CH:13]=2)=[N:4][CH:5]=[C:6]([C:8]([F:11])([F:9])[F:10])[CH:7]=1. The solvent is C(C)(=O)OCC (ethyl acetate), CO (methanol), C(C)(=O)O (acetic acid). The product is ClC=1C(=NC=C(C1)C(F)(F)F)C1=CC(=C(C=C1)O)N (3-Chloro-2-(3-amino-4-hydroxyphenyl)-5-trifluoromethylpyridine). Reactants: CN1N=CC(=C1C(NC1=CC=2N(C=C1)N=C(N2)N2CCOCC2)=O)C(=O)O (1-methyl-5-(2-morpholin-4-yl-[1,2,4]triazolo[1,5-a]pyridin-7-ylcarbamoyl)-1H-pyrazole-4-carboxylic acid), CNC1CC1 (N-methyl cyclopropylamine), C(C)N(C(C)C)C(C)C (N-ethyldiisopropylamine), CCCP1(=O)OP(=O)(OP(=O)(O1)CCC)CCC (1-propanephosphonic acid cyclic anhydride). Solvent: O1CCCC1 (tetrahydrofurane). Run at temperature 70 celsius, time 22 hour. The product is C1(CC1)N(C(=O)C=1C=NN(C1C(=O)NC1=CC=2N(C=C1)N=C(N2)N2CCOCC2)C)C (N4-cyclopropyl-N4,1-dimethyl-N5-(2-morpholino-[1,2,4]triazolo[1,5-a]pyridin-7-yl)-1H-pyrazole-4,5-dicarboxamide). Isolated yield 86.9%. RXN SMILES: [CH3:1][N:2]1[C:6]([C:7](=[O:24])[NH:8][C:9]2[CH:14]=[CH:13][N:12]3[N:15]=[C:16]([N:18]4[CH2:23][CH2:22][O:21][CH2:20][CH2:19]4)[N:17]=[C:11]3[CH:10]=2)=[C:5]([C:25](O)=[O:26])[CH:4]=[N:3]1.[CH3:28][NH:29][CH:30]1[CH2:32][CH2:31]1.C(N(C(C)C)C(C)C)C.CCCP1(OP(CCC)(=O)OP(CCC)(=O)O1)=O>O1CCCC1>[CH:30]1([N:29]([CH3:28])[C:25]([C:5]2[CH:4]=[N:3][N:2]([CH3:1])[C:6]=2[C:7]([NH:8][C:9]2[CH:14]=[CH:13][N:12]3[N:15]=[C:16]([N:18]4[CH2:19][CH2:20][O:21][CH2:22][CH2:23]4)[N:17]=[C:11]3[CH:10]=2)=[O:24])=[O:26])[CH2:32][CH2:31]1. Procedure: A mixture of 1-methyl-5-(2-morpholin-4-yl-[1,2,4]triazolo[1,5-a]pyridin-7-ylcarbamoyl)-1H-pyrazole-4-carboxylic acid (140 mg, 0.377 mmole), N-methyl cyclopropylamine (161 mg, 2.26 mmole), N-ethyldiisopropylamine (527 ul, 3.02 mmole) and 1-propanephosphonic acid cyclic anhydride (50% in ethyl acetate, 566 ul, 0.943 mmole) in tetrahydrofurane (5 ml) was stirred for 22 hours at 70° C. The solution is loaded on silicagel (1.5 g) and purified by chromatography on a 10 g Silicycle cartridge with ethyl... The reactants are NC1=C(C(=NN1)C)C1=CC(=C(C=C1)OCC1CCN(CC1)C(=O)OC(C)(C)C)OC (1,1-dimethylethyl 4-({[4-(5-amino-3-methyl-1H-pyrazol-4-yl)-2-(methyloxy)phenyl]oxy}methyl)piperidine-1-carboxylate), OC1=CC=C(C=O)C=C1 (4-hydroxybenzaldehyde), C(=O)(C(F)(F)F)O (TFA). Solvent: CN(C)C=O (DMF). Run at temperature 75 celsius. Product: FC(C(=O)O)(F)F.CC1=NNC=2N=C(C=3C=C(C(=CC3C21)OC)OCC2CCNCC2)C2=CC=C(C=C2)O (4-{1-methyl-8-(methyloxy)-7-[(piperidin-4-ylmethyl)oxy]-3H-pyrazolo[3,4-c]isoquinolin-5-yl)phenol hydrogen trifluoroacetate). Isolated yield 20.0%. As a reaction SMILES: [NH2:1][C:2]1[NH:6][N:5]=[C:4]([CH3:7])[C:3]=1[C:8]1[CH:13]=[CH:12][C:11]([O:14][CH2:15][CH:16]2[CH2:21][CH2:20][N:19](C(OC(C)(C)C)=O)[CH2:18][CH2:17]2)=[C:10]([O:29][CH3:30])[CH:9]=1.[OH:31][C:32]1[CH:39]=[CH:38][C:35]([CH:36]=O)=[CH:34][CH:33]=1.[C:40]([OH:46])([C:42]([F:45])([F:44])[F:43])=[O:41]>CN(C=O)C>[F:43][C:42]([F:45])([F:44])[C:40]([OH:46])=[O:41].[CH3:7][C:4]1[C:3]2[C:8]3[CH:9]=[C:10]([O:29][CH3:30])[C:11]([O:14][CH2:15][CH:16]4[CH2:17][CH2:18][NH:19][CH2:20][CH2:21]4)=[CH:12][C:13]=3[C:36]([C:35]3[CH:38]=[CH:39][C:32]([OH:31])=[CH:33][CH:34]=3)=[N:1][C:2]=2[NH:6][N:5]=1 |f:4.5|. Procedure details: A mixture of 1,1-dimethylethyl 4-({[4-(5-amino-3-methyl-1H-pyrazol-4-yl)-2-(methyloxy)phenyl]oxy}methyl)piperidine-1-carboxylate (100 mg, 0.24 mmol) and 4-hydroxybenzaldehyde (44 mg, 0.36 mmol) was dissolved in TFA (1 mL) and heated to 75° C. for 15 h. After cooling to rt, the mixture was diluted with DMF and purified by preparative reverse phase HPLC. The fractions containing the desired product were concentrated and lyophilized to yield 4-{1-methyl-8-(methyloxy)-7-[(piperidin-4-ylmethyl)oxy]-3... The reactants are [H-].[H-].COCCO[Al+]OCCOC.[Na+] (sodium bis(2-methoxyethoxy)aluminum dihydride), C(C1=CC=CC=C1)N(CC1=CC=CC=C1)CC(C(=O)OCC)C(=O)OCC (diethyl 2-((dibenzylamino)methyl)malonate), CCCCCCC (Heptane). Run in C1(=CC=CC=C1)C (toluene), C1(=CC=CC=C1)C (toluene). Reaction conditions: temperature 35 celsius. The product is C(C1=CC=CC=C1)N(CC1=CC=CC=C1)CC(CO)CO (2-((dibenzylamino)methyl)propane-1,3-diol). Isolated yield 69.8%. RXN SMILES: [H-].[H-].COCCO[Al+]OCCOC.[Na+].[CH2:15]([N:22]([CH2:30][CH:31]([C:37](OCC)=[O:38])[C:32](OCC)=[O:33])[CH2:23][C:24]1[CH:29]=[CH:28][CH:27]=[CH:26][CH:25]=1)[C:16]1[CH:21]=[CH:20][CH:19]=[CH:18][CH:17]=1.CCCCCCC>C1(C)C=CC=CC=1>[CH2:15]([N:22]([CH2:30][CH:31]([CH2:37][OH:38])[CH2:32][OH:33])[CH2:23][C:24]1[CH:29]=[CH:28][CH:27]=[CH:26][CH:25]=1)[C:16]1[CH:17]=[CH:18][CH:19]=[CH:20][CH:21]=1 |f:0.1.2.3|. Reported procedure: A flask is charged with toluene (160 mL) and sodium bis(2-methoxyethoxy)aluminum dihydride (Red-Al, 137.9 g, 443.4 mmol, 65 wt. % in toluene). The solution is heated to 35° C. and treated with a solution of 2 (54.6 g, 369.5 mmol) in toluene (110 mL) at a rate sufficient to maintain the reaction temperature between 35-42° C. The reaction is stirred while cooling gradually at about 30° C. for 2 hours. The reaction is further cooled to 5° C. and quenched with ethyl acetate (10.3 mL) followed by 1.8... Reactants: CSC(=NCCSCc1[nH]cnc1C)NC#N, CCN, Cc1nc[nH]c1CSCCN, CCO. Product: CCNC(=NCCSCc1[nH]cnc1C)NC#N. As a reaction SMILES: [C:4](#[N:5])[NH:6][C:7]([S:8][CH3:9])=[N:10][CH2:11][CH2:12][S:13][CH2:14][c:15]1[c:16]([CH3:20])[n:17][cH:18][nH:19]1.[CH3:1][CH2:2][NH2:3].[CH3:21][c:22]1[n:23][cH:24][nH:25][c:26]1[CH2:27][S:28][CH2:29][CH2:30][NH2:31].[CH3:32][CH2:33][OH:34]>>[CH3:1][CH2:2][NH:3][C:7]([NH:6][C:4]#[N:5])=[N:10][CH2:11][CH2:12][S:13][CH2:14][c:15]1[c:16]([CH3:20])[n:17][cH:18][nH:19]1. The reactants are P(Br)(Br)Br (phosphorus tribromide), ice water, N1=CC=CC=C1 (pyridine), ClC=1C=C(C=C(C1Cl)OC)CCCO (3-(3,4-Dichloro-5-methoxyphenyl)propanol), N1=CC=CC=C1 (pyridine). The solvent is C1(=CC=CC=C1)C (toluene), C1(=CC=CC=C1)C (toluene). Reaction conditions: temperature -5 celsius, time 15 minute. Product: ClC1=C(C=C(C=C1Cl)CCCBr)OC (2,3-dichloro-5-(3-bromopropyl)anisole). RXN SMILES: P(Br)(Br)[Br:2].N1C=CC=CC=1.[Cl:11][C:12]1[CH:13]=[C:14]([CH2:21][CH2:22][CH2:23]O)[CH:15]=[C:16]([O:19][CH3:20])[C:17]=1[Cl:18]>C1(C)C=CC=CC=1>[Cl:18][C:17]1[C:12]([Cl:11])=[CH:13][C:14]([CH2:21][CH2:22][CH2:23][Br:2])=[CH:15][C:16]=1[O:19][CH3:20]. Reported procedure: In a four-necked flask fitted with a stirrer, internal thermometer, dropping funnel and calcium chloride tube is placed freshly distilled phosphorus tribromide (9.6 g., 0.036 mole) and dry toluene (50 ml.). To this is added dry pyridine (1.5 g.). The mixture is stirred for 15 minutes and then cooled to -5° C. A mixture of the product of Step 2 (23.5 g., 0.1 mole) and pyridine (0.5 g.) in toluene (50 ml.) is added dropwise with stirring at -5° C. to -3° C. over a one hour period. The reaction mix...